This data is from the Open Reaction Database (ORD), a public repository of structured organic reaction records. The task is: describe an organic reaction: reactants, conditions, products, and yield Reactants: ClCCl, C[Si](C)(C)CCONC(=O)C1CN(Cc2ccc(Oc3ccc(F)cc3)cc2)C(=O)N1. The product is O=C(NO)C1CN(Cc2ccc(Oc3ccc(F)cc3)cc2)C(=O)N1. RXN SMILES: [CH2:32]([Cl:33])[Cl:34].[CH3:1][Si:2]([CH3:3])([CH3:4])[CH2:30][CH2:31][O:5][NH:6][C:7](=[O:8])[CH:9]1[NH:10][C:11](=[O:29])[N:12]([CH2:14][c:15]2[cH:16][cH:17][c:18]([O:21][c:22]3[cH:23][cH:24][c:25]([F:28])[cH:26][cH:27]3)[cH:19][cH:20]2)[CH2:13]1>>[OH:5][NH:6][C:7](=[O:8])[CH:9]1[NH:10][C:11](=[O:29])[N:12]([CH2:14][c:15]2[cH:16][cH:17][c:18]([O:21][c:22]3[cH:23][cH:24][c:25]([F:28])[cH:26][cH:27]3)[cH:19][cH:20]2)[CH2:13]1. The reactants are CC(=O)CCC(=O)O, CCCCCCCCCCN, [NH4+], O. Product: CCCCCCCCCCN1C(=O)CCC1C. As a reaction SMILES: [C:2]([CH2:3][CH2:4][C:5]([CH3:7])=[O:8])(=[O:6])[OH:9].[CH2:10]([CH2:11][CH2:12][CH2:13][CH2:14][CH2:15][CH2:16][CH2:17][CH2:18][CH3:19])[NH2:20].[NH4+:1].[OH2:21]>>[C:2]1(=[O:9])[CH2:3][CH2:4][CH:5]([CH3:7])[N:20]1[CH2:10][CH2:11][CH2:12][CH2:13][CH2:14][CH2:15][CH2:16][CH2:17][CH2:18][CH3:19]. Reactants: [Li]CCCC, CCc1ccc2[nH]cc(CCC(=O)O)c2c1, C1CCOC1, O=S(=O)(Cl)c1ccccc1. Yields the product CCc1ccc2c(c1)c(CCC(=O)O)cn2S(=O)(=O)c1ccccc1. As a reaction SMILES: [CH2:17]([Li:18])[CH2:19][CH2:20][CH3:21].[CH2:1]([CH3:2])[c:3]1[cH:4][c:5]2[c:6]([CH2:12][CH2:13][C:14](=[O:15])[OH:16])[cH:7][nH:8][c:9]2[cH:10][cH:11]1.[CH2:32]1[O:33][CH2:34][CH2:35][CH2:36]1.[c:22]1([S:28](=[O:29])(=[O:30])[Cl:31])[cH:23][cH:24][cH:25][cH:26][cH:27]1>>[CH2:1]([CH3:2])[c:3]1[cH:4][c:5]2[c:6]([CH2:12][CH2:13][C:14](=[O:15])[OH:16])[cH:7][n:8]([S:28]([c:22]3[cH:23][cH:24][cH:25][cH:26][cH:27]3)(=[O:29])=[O:30])[c:9]2[cH:10][cH:11]1. Reported procedure: Compound is prepared from tert-butyl (4-hydroxy-1-naphthyl)carbamate, 3-fluoro-5-piperidin-1-yl-benzoic acid and 1-(2-hydroxy-ethyl)-pyrrolidin-2-one according to conditions described in general procedure D. A pink solid is produced (38 mg). Mp: 69-71° C.; 1H NMR (300 MHz, DMSO-d6) δ 1.58 (s, 6H), 3.28 (s, 4H), 5.42 (s, 2H), 6.95 (d, J=8.4 Hz, 1H), 7.06 (d, J=8.1Hz, 1H), 7.15 (d, J=6.9 Hz, 1H), 7.44 (s, 1H), 7.55-7.60 (m, 4H), 7.85-7.92 (m, 1H), 8.30-8.38 (m, 1H), 8.60-8.63 (m, 1H), 10.26 (s, 1H... Reaction SMILES: [OH:1][C:2]1[C:11]2[C:6](=[CH:7][CH:8]=[CH:9][CH:10]=2)[C:5]([NH:12][C:13](=[O:19])OC(C)(C)C)=[CH:4][CH:3]=1.[F:20][C:21]1[CH:22]=[C:23]([CH:27]=[C:28]([N:30]2[CH2:35][CH2:34][CH2:33][CH2:32][CH2:31]2)[CH:29]=1)C(O)=O.O[CH2:37][CH2:38][N:39]1[CH2:43][CH2:42][CH2:41][C:40]1=O>>[F:20][C:21]1[CH:22]=[C:23]([CH:27]=[C:28]([N:30]2[CH2:31][CH2:32][CH2:33][CH2:34][CH2:35]2)[CH:29]=1)[C:13]([NH:12][C:5]1[C:6]2[C:11](=[CH:10][CH:9]=[CH:8][CH:7]=2)[C:2]([O:1][CH2:43][C:42]2[CH:37]=[CH:38][N:39]=[CH:40][CH:41]=2)=[CH:3][CH:4]=1)=[O:19]. Starting materials: OC1=CC=C(C2=CC=CC=C12)NC(OC(C)(C)C)=O (tert-butyl (4-hydroxy-1-naphthyl)carbamate), FC=1C=C(C(=O)O)C=C(C1)N1CCCCC1 (3-fluoro-5-piperidin-1-yl-benzoic acid), OCCN1C(CCC1)=O (1-(2-hydroxy-ethyl)-pyrrolidin-2-one). The product is FC=1C=C(C(=O)NC2=CC=C(C3=CC=CC=C23)OCC2=CC=NC=C2)C=C(C1)N1CCCCC1 (3-Fluoro-5-piperidin-1-yl-N-[4-(pyridin-4-ylmethoxy)-1-naphthyl]benzamide).